From a dataset of the Open Reaction Database (ORD), a public repository of structured organic reaction records. describe an organic reaction: reactants, conditions, products, and yield Reactants: FC=1C=C(C=CC1F)[N+](=O)[O-] (3,4-Difluoronitrobenzene), CC1=NNC=N1 (3-methyl-1H-1,2,4-triazole), O.O.O.P(=O)(O)([O-])[O-].[K+].[K+] (di-potassium hydrogen phosphate trihydrate). Solvent: CS(=O)C (dimethyl sulfoxide). Product: FC1=C(C=CC(=C1)[N+](=O)[O-])N1N=CN=C1C (1-(2-Fluoro-4-nitro-phenyl)-5-methyl-1H-[1,2,4]triazole). Isolated yield 22.3%. Reaction SMILES: [F:1][C:2]1[CH:3]=[C:4]([N+:9]([O-:11])=[O:10])[CH:5]=[CH:6][C:7]=1F.[CH3:12][C:13]1[N:17]=[CH:16][NH:15][N:14]=1.O.O.O.P([O-])([O-])(O)=O.[K+].[K+]>CS(C)=O>[F:1][C:2]1[CH:3]=[C:4]([N+:9]([O-:11])=[O:10])[CH:5]=[CH:6][C:7]=1[N:14]1[C:13]([CH3:12])=[N:17][CH:16]=[N:15]1 |f:2.3.4.5.6.7|. Procedure: 3,4-Difluoronitrobenzene (514 mg, 3.23 mmol), 3-methyl-1H-1,2,4-triazole (325 mg, 3.72 mmol) and di-potassium hydrogen phosphate trihydrate (1.49 g, 6.46 mmol) in dimethyl sulfoxide (1.5 mL) were stirred for 6 hours at 70° C. The mixture was concentrated in vacuo; the residue was diluted in water and extracted three times with ethyl acetate. The combined organic layers were washed four times with water, twice with brine, dried with magnesium sulfate and evaporated. Column chromatography (30 g si... Starting materials: FC1=C(C=CC=C1)C(C(Br)C1=CC=C(C=C1)SC)=O (1-(2-fluorophenyl)-2-(4-methylthiophenyl)-2-bromo ethanone), ClC=1C=C(OCC(=S)N)C=CC1 (3-chlorophenoxy thioacetamide). Run in C(C)#N (acetonitrile), CO (methanol). Conditions: temperature 0 celsius. Product: ClC=1C=C(OCC=2SC(=C(N2)C2=C(C=CC=C2)F)C2=CC=C(C=C2)SC)C=CC1 (2-((3-chlorophenoxy)methyl)-4-(2-fluorophenyl)-5-(4-methylthiophenyl)thiazole). Yield: 32.5%. RXN SMILES: [F:1][C:2]1[CH:7]=[CH:6][CH:5]=[CH:4][C:3]=1[C:8](=O)[CH:9]([C:11]1[CH:16]=[CH:15][C:14]([S:17][CH3:18])=[CH:13][CH:12]=1)Br.[Cl:20][C:21]1[CH:22]=[C:23]([CH:29]=[CH:30][CH:31]=1)[O:24][CH2:25][C:26]([NH2:28])=[S:27]>C(#N)C.CO>[Cl:20][C:21]1[CH:22]=[C:23]([CH:29]=[CH:30][CH:31]=1)[O:24][CH2:25][C:26]1[S:27][C:9]([C:11]2[CH:16]=[CH:15][C:14]([S:17][CH3:18])=[CH:13][CH:12]=2)=[C:8]([C:3]2[CH:4]=[CH:5][CH:6]=[CH:7][C:2]=2[F:1])[N:28]=1. Procedure: A solution of 1-(2-fluorophenyl)-2-(4-methylthiophenyl)-2-bromo ethanone, (1.64 g, 4.8 mmol) (Example 34, Step 3) and 3-chlorophenoxy thioacetamide (0.98 g, 4.8 mmol) in 25 mL of acetonitrile was heated to reflux for 14 hours. The solution was diluted with methanol, cooled to 0° C. in an ice bath and a precipitate formed that was removed by filtration to provide pure 2-((3-chlorophenoxy)methyl)-4-(2-fluorophenyl)-5-(4-methylthiophenyl)thiazole (0.69 g; 32%). The filtrate was concentrated in vacu... Starting materials: CC(C(=O)O)c1ccc(-c2ccccc2)c(F)c1, COc1ccc(CN)cc1. The reagents and catalysts are CN(C)C(=[N+](C)C)ON1C2=CC=CC=C2N=N1.F[P-](F)(F)(F)(F)F (HBTU), CCN(C(C)C)C(C)C (DIPEA), C1=CC=C2C(=C1)N=NN2O (HOBt). Run in CN(C)C=O (DMF), CN(C)C=O (DMF), CN(C)C=O (DMF), CN(C)C=O (DMF), CN(C)C=O (DMF), CN(C)C=O (DMF). Conditions: temperature 25 celsius, time 2 hour. Yields the product COc1ccc(CNC(=O)C(C)c2ccc(-c3ccccc3)c(F)c2)cc1. Isolated yield 81.2%. As a reaction SMILES: COc1ccc(CN)cc1.CC(C(=O)O)c1ccc(-c2ccccc2)c(F)c1.CN(C)C(=[N+](C)C)ON1C2=CC=CC=C2N=N1.F[P-](F)(F)(F)(F)F.C1=CC=C2C(=C1)N=NN2O.CCN(C(C)C)C(C)C.CN(C)C=O>>COc1ccc(CNC(=O)C(C)c2ccc(-c3ccccc3)c(F)c2)cc1. The reactants are O1C(CCCC1)ON (O-(tetrahydro-2H-pyran-2-yl)hydroxylamine), C=1C=CC2=C(C1)N=NN2O (HOBt), CCN=C=NCCCN(C)C (EDCI), C(C)(C)(C)OC(=O)N(C1=CC=C(C=N1)/C=C/C(=O)O)[C@H]1CN(CC1)CC1=CC(=CC=C1)F ((2E)-3-(6-{(tert-butoxycarbonyl)[(3R)-1-(3-fluorobenzyl)-3-pyrrolidinyl]amino}-3-pyridyl)acrylic acid). As a reaction SMILES: [C:1]([O:5][C:6]([N:8]([C@@H:20]1[CH2:24][CH2:23][N:22]([CH2:25][C:26]2[CH:31]=[CH:30][CH:29]=[C:28]([F:32])[CH:27]=2)[CH2:21]1)[C:9]1[N:14]=[CH:13][C:12](/[CH:15]=[CH:16]/[C:17](O)=[O:18])=[CH:11][CH:10]=1)=[O:7])([CH3:4])([CH3:3])[CH3:2].[O:33]1[CH2:38][CH2:37][CH2:36][CH2:35][CH:34]1[O:39][NH2:40].C1C=CC2N(O)N=NC=2C=1.CCN=C=NCCCN(C)C>CN(C=O)C.O>[F:32][C:28]1[CH:27]=[C:26]([CH:31]=[CH:30][CH:29]=1)[CH2:25][N:22]1[CH2:23][CH2:24][C@@H:20]([N:8]([C:9]2[CH:10]=[CH:11][C:12](/[CH:15]=[CH:16]/[C:17](=[O:18])[NH:40][O:39][CH:34]3[CH2:35][CH2:36][CH2:37][CH2:38][O:33]3)=[CH:13][N:14]=2)[C:6](=[O:7])[O:5][C:1]([CH3:3])([CH3:4])[CH3:2])[CH2:21]1. Procedure: To a solution of (2E)-3-(6-{(tert-butoxycarbonyl)[(3R)-1-(3-fluorobenzyl)-3-pyrrolidinyl]amino}-3-pyridyl)acrylic acid (2.25 g, crude) in DMF (23 mL) was added was added O-(tetrahydro-2H-pyran-2-yl)hydroxylamine (776 mg), HOBt (1.03 g), and EDCI (1.19 g) and the resulting mixture was stirred at ambient temperature for 3 hours. The reaction mixture was diluted with water and extracted with AcOEt. The organic phase was washed with sat NH4Cl aq solution, sat NaHCO3 aq solution, and brine, and dried... Conditions: time 3 hour. Isolated yield 0.1%. Run in CN(C)C=O (DMF), O (water). Yields the product FC=1C=C(CN2C[C@@H](CC2)N(C(OC(C)(C)C)=O)C2=NC=C(C=C2)\C=C\C(NOC2OCCCC2)=O)C=CC1 (tert-butyl [(3R)-1-(3-fluorobenzyl)-3-pyrrolidinyl](5-{(1E)-3-oxo-3-[(tetrahydro-2H-pyran-2-yloxy)amino]-1-propen-1-yl}-2-pyridyl)carbamate). Starting materials: ClCCl, c1ccc(P(CC2CC(P(C3CCCCC3)C3CCCCC3)CN2)c2ccccc2)cc1, O=C=Nc1ccccc1. Product: O=C(Nc1ccccc1)N1CC(P(C2CCCCC2)C2CCCCC2)CC1CP(c1ccccc1)c1ccccc1. Reaction SMILES: [CH2:42]([Cl:43])[Cl:44].[CH:1]1([P:7]([CH:8]2[CH2:9][CH:10]([CH2:13][P:14]([c:15]3[cH:16][cH:17][cH:18][cH:19][cH:20]3)[c:21]3[cH:22][cH:23][cH:24][cH:25][cH:26]3)[NH:11][CH2:12]2)[CH:27]2[CH2:28][CH2:29][CH2:30][CH2:31][CH2:32]2)[CH2:2][CH2:3][CH2:4][CH2:5][CH2:6]1.[O:33]=[C:34]=[N:35][c:36]1[cH:37][cH:38][cH:39][cH:40][cH:41]1>>[CH:1]1([P:7]([CH:8]2[CH2:9][CH:10]([CH2:13][P:14]([c:15]3[cH:16][cH:17][cH:18][cH:19][cH:20]3)[c:21]3[cH:22][cH:23][cH:24][cH:25][cH:26]3)[N:11]([C:34](=[O:33])[NH:35][c:36]3[cH:37][cH:38][cH:39][cH:40][cH:41]3)[CH2:12]2)[CH:27]2[CH2:28][CH2:29][CH2:30][CH2:31][CH2:32]2)[CH2:2][CH2:3][CH2:4][CH2:5][CH2:6]1.